Dataset: the Open Reaction Database (ORD), a public repository of structured organic reaction records. Task: describe an organic reaction: reactants, conditions, products, and yield The reactants are NS(=O)(=O)C1=C(C=CC(=C1)OCC1=CC=CC=C1)NC(=O)C1=C(C2=CC=CC=C2C(C1=O)(CCC)CCC)O (N-[2-(aminosulfonyl)-4-(benzyloxy)phenyl]-1-hydroxy-3-oxo-4,4-dipropyl-3,4-dihydro-2-naphthalenecarboxamide), N12CCCCCC2=NCCC1 (1,8diazabicyclo[5.4.0]undec-7-ene). The solvent is N1=CC=CC=C1 (pyridine). Run at temperature 140 celsius, time 18 hour. Product: C(C1=CC=CC=C1)OC1=CC2=C(NC(=NS2(=O)=O)C=2C(C(C3=CC=CC=C3C2O)(CCC)CCC)=O)C=C1 (3-[7-(benzyloxy)-1,1-dioxido-4H-1,2,4-benzothiadiazin-3-yl]-4-hydroxy-1,1-dipropyl-2(1 H)-naphthalenone). Yield: 37.9%. Reaction SMILES: [NH2:1][S:2]([C:5]1[CH:10]=[C:9]([O:11][CH2:12][C:13]2[CH:18]=[CH:17][CH:16]=[CH:15][CH:14]=2)[CH:8]=[CH:7][C:6]=1[NH:19][C:20]([C:22]1[C:31](=[O:32])[C:30]([CH2:36][CH2:37][CH3:38])([CH2:33][CH2:34][CH3:35])[C:29]2[C:24](=[CH:25][CH:26]=[CH:27][CH:28]=2)[C:23]=1[OH:39])=O)(=[O:4])=[O:3].N12CCCN=C1CCCCC2>N1C=CC=CC=1>[CH2:12]([O:11][C:9]1[CH:8]=[CH:7][C:6]2[NH:19][C:20]([C:22]3[C:31](=[O:32])[C:30]([CH2:33][CH2:34][CH3:35])([CH2:36][CH2:37][CH3:38])[C:29]4[C:24]([C:23]=3[OH:39])=[CH:25][CH:26]=[CH:27][CH:28]=4)=[N:1][S:2](=[O:4])(=[O:3])[C:5]=2[CH:10]=1)[C:13]1[CH:18]=[CH:17][CH:16]=[CH:15][CH:14]=1. Reported procedure: A solution of the compound of Example 2E (300 mg, 0.547 mmol) in anhydrous pyridine (5.2 mL) was treated with 1,8diazabicyclo[5.4.0]undec-7-ene (82 μL, 0.55 mmol) and stirred at 140° C. for 18 hours, cooled to 25° C. and the pyridine removed by short path distillation under high vacuum (50° C./0.3 mm Hg). A solution of the residue in ethyl acetate was washed with water (2×) and saturated sodium chloride solution, dried (Na2SO4), filtered and concentrated in vacuo. The residue was chromatographed... Starting materials: CCCCC([Sn])=C(CCCC)CCCC, CN(C)C(=O)c1cc(I)ccc1NC(=O)c1ccccc1-c1ccc(C(F)(F)F)cc1, Cc1ccccc1. Yields the product C=Cc1ccc(NC(=O)c2ccccc2-c2ccc(C(F)(F)F)cc2)c(C(=O)N(C)C)c1. As a reaction SMILES: [CH2:32]([CH2:33][CH2:45][CH3:46])[C:34]([Sn:35])=[C:36]([CH2:37][CH2:38][CH2:39][CH3:40])[CH2:41][CH2:42][CH2:43][CH3:44].[CH3:1][N:2]([C:3](=[O:4])[c:5]1[c:6]([NH:12][C:13](=[O:14])[c:15]2[c:16](-[c:21]3[cH:22][cH:23][c:24]([C:27]([F:28])([F:29])[F:30])[cH:25][cH:26]3)[cH:17][cH:18][cH:19][cH:20]2)[cH:7][cH:8][c:9]([I:11])[cH:10]1)[CH3:31].[CH3:47][c:48]1[cH:49][cH:50][cH:51][cH:52][cH:53]1>>[CH3:1][N:2]([C:3](=[O:4])[c:5]1[c:6]([NH:12][C:13](=[O:14])[c:15]2[c:16](-[c:21]3[cH:22][cH:23][c:24]([C:27]([F:28])([F:29])[F:30])[cH:25][cH:26]3)[cH:17][cH:18][cH:19][cH:20]2)[cH:7][cH:8][c:9]([CH:32]=[CH2:33])[cH:10]1)[CH3:31].